describe an organic reaction: reactants, conditions, products, and yield From a dataset of the Open Reaction Database (ORD), a public repository of structured organic reaction records. Starting materials: O=C([O-])[O-], CCOC(C)=O, O=[N+]([O-])c1ccc(Cl)nc1, [Cs+], [Cs+], CC(C)CN(CC(O)C(Cc1ccc(O)cc1)NC(=O)OC1COC2OCCC12)S(=O)(=O)c1ccc2c(c1)OCO2, CN(C)C=O. Product: CC(C)CN(CC(O)C(Cc1ccc(Oc2ccc([N+](=O)[O-])cn2)cc1)NC(=O)OC1COC2OCCC12)S(=O)(=O)c1ccc2c(c1)OCO2. RXN SMILES: [C:52](=[O:53])([O-:54])[O-:55].[CH3:63][CH2:64][O:65][C:66](=[O:67])[CH3:68].[Cl:42][c:43]1[n:44][cH:45][c:46]([N+:49](=[O:50])[O-:51])[cH:47][cH:48]1.[Cs+:56].[Cs+:57].[O:1]1[CH2:2][O:3][c:4]2[c:5]1[cH:6][cH:7][c:8]([S:10](=[O:11])(=[O:12])[N:13]([CH2:14][CH:15]([CH:16]([CH2:17][c:18]1[cH:19][cH:20][c:21]([OH:24])[cH:22][cH:23]1)[NH:25][C:26]([O:27][CH:28]1[CH2:29][O:30][CH:31]3[O:32][CH2:33][CH2:34][CH:35]13)=[O:36])[OH:37])[CH2:38][CH:39]([CH3:40])[CH3:41])[cH:9]2.[O:58]=[CH:59][N:60]([CH3:61])[CH3:62]>>[O:1]1[CH2:2][O:3][c:4]2[c:5]1[cH:6][cH:7][c:8]([S:10](=[O:11])(=[O:12])[N:13]([CH2:14][CH:15]([CH:16]([CH2:17][c:18]1[cH:19][cH:20][c:21]([O:24][c:43]3[n:44][cH:45][c:46]([N+:49](=[O:50])[O-:51])[cH:47][cH:48]3)[cH:22][cH:23]1)[NH:25][C:26]([O:27][CH:28]1[CH2:29][O:30][CH:31]3[O:32][CH2:33][CH2:34][CH:35]13)=[O:36])[OH:37])[CH2:38][CH:39]([CH3:40])[CH3:41])[cH:9]2.